Dataset: the Open Reaction Database (ORD), a public repository of structured organic reaction records. Task: describe an organic reaction: reactants, conditions, products, and yield Reactants: polyphosphoric acid, C(C)OC=C(C(=O)OCC)C(=O)[O-] (ethyl ethoxymethylenemalonate), ClC=1C=C2CCCNC2=CC1 (6-chloro-1,2,3,4-tetrahydroquinoline), [OH-].[Na+] (sodium hydroxide), C(C)O (ethanol). Run in O (water). Reaction conditions: temperature 140 celsius. The product is ClC1=CC=2CCCN3C=C(C(C(C23)=C1)=O)C(=O)O (9-chloro-6,7-dihydro-1-oxo-1H,5H-benzo[ij]quinolizine-2-carboxylic acid). The yield is 111.3%. As a reaction SMILES: C(O[CH:4]=[C:5]([C:11]([O-:13])=O)[C:6]([O:8]CC)=[O:7])C.[Cl:14][C:15]1[CH:16]=[C:17]2[C:22](=[CH:23][CH:24]=1)[NH:21][CH2:20][CH2:19][CH2:18]2.C(O)C.[OH-].[Na+]>O>[Cl:14][C:15]1[CH:24]=[C:23]2[C:22]3[N:21]([CH:4]=[C:5]([C:6]([OH:8])=[O:7])[C:11]2=[O:13])[CH2:20][CH2:19][CH2:18][C:17]=3[CH:16]=1 |f:3.4|. Procedure: 4.9 g of ethyl ethoxymethylenemalonate was added to 4 g of 6-chloro-1,2,3,4-tetrahydroquinoline and the mixture was heated on an oil bath at 110° C. during which time distillation of ethanol was observed. After heating the mixture at the same temperature as above for 30 minutes, 30 g of polyphosphoric acid was added thereto followed by heating at 140° C. for 30 minutes. After completion of the reaction, the reaction mixture was poured into 200 ml of water and the resulting mixture was rendered n... The reactants are ClC1=C(C(=NC2=CC=C(C=C12)C(O)C1=C(N=C(O1)C)C)OC)CC1=CC=C(C=C1)C(F)(F)F ((4-chloro-2-methoxy-3-(4-(trifluoromethyl)benzyl)quinolin-6-yl)(2,4-dimethyloxazol-5-yl)methanol), Intermediate 11. Reagents/catalysts: [O-2].[O-2].[Mn+4] (manganese dioxide). The solvent is O1CCOCC1 (1,4-dioxane). Conditions: temperature 85 celsius. The product is ClC1=C(C(=NC2=CC=C(C=C12)C(=O)C1=C(N=C(O1)C)C)OC)CC1=CC=C(C=C1)C(F)(F)F ((4-Chloro-2-methoxy-3-(4-(trifluoromethyl)benzyl)quinolin-6-yl)(2,4-dimethyloxazol-5-yl)methanone). As a reaction SMILES: [Cl:1][C:2]1[C:11]2[C:6](=[CH:7][CH:8]=[C:9]([CH:12]([C:14]3[O:18][C:17]([CH3:19])=[N:16][C:15]=3[CH3:20])[OH:13])[CH:10]=2)[N:5]=[C:4]([O:21][CH3:22])[C:3]=1[CH2:23][C:24]1[CH:29]=[CH:28][C:27]([C:30]([F:33])([F:32])[F:31])=[CH:26][CH:25]=1>[O-2].[O-2].[Mn+4].O1CCOCC1>[Cl:1][C:2]1[C:11]2[C:6](=[CH:7][CH:8]=[C:9]([C:12]([C:14]3[O:18][C:17]([CH3:19])=[N:16][C:15]=3[CH3:20])=[O:13])[CH:10]=2)[N:5]=[C:4]([O:21][CH3:22])[C:3]=1[CH2:23][C:24]1[CH:25]=[CH:26][C:27]([C:30]([F:32])([F:31])[F:33])=[CH:28][CH:29]=1 |f:1.2.3|. Reported procedure: To a flask containing (4-chloro-2-methoxy-3-(4-(trifluoromethyl)benzyl)quinolin-6-yl)(2,4-dimethyloxazol-5-yl)methanol (960 mg, 2.01 mmol, Intermediate 11: step a) was added 1,4-dioxane (50 mL) followed by manganese dioxide (900 mg, 103 mmol) at room temperature. The mixture was heated to 85° C., for 60 minutes, and then the contents were filtered through Celite® while still warm and rinsed with THF. The solution was concentrated and the crude material was triturated with Et2O to afford the titl...